The task is: describe an organic reaction: reactants, conditions, products, and yield. This data is from the Open Reaction Database (ORD), a public repository of structured organic reaction records. The reactants are [OH-].[Na+] (sodium hydroxide), N[C@@H](CCC(=O)O)C(=O)O (glutamic acid), Cl.O (HCl-H2O), [Cl-].[Na+] (sodium chloride), C(C=C)(=O)Cl (acryloyl chloride). Solvent: O (water), C(C)(=O)OCC (ethyl acetate). Conditions: temperature 0 celsius, time 1 hour. Product: C(C=C)(=O)N[C@@H](CCC(=O)O)C(=O)O (N-Acryloylglutamic Acid). Isolated yield 60.0%. As a reaction SMILES: [OH-].[Na+].[NH2:3][C@H:4]([C:10]([OH:12])=[O:11])[CH2:5][CH2:6][C:7]([OH:9])=[O:8].[C:13](Cl)(=[O:16])[CH:14]=[CH2:15].Cl.O.[Cl-].[Na+]>C(OCC)(=O)C.O>[C:13]([NH:3][C@H:4]([C:10]([OH:12])=[O:11])[CH2:5][CH2:6][C:7]([OH:9])=[O:8])(=[O:16])[CH:14]=[CH2:15] |f:0.1,4.5,6.7|. Reported procedure: A reaction flask was charged with 120 ml distilled water, 48.0 g (1.2 mol) of sodium hydroxide and 58.8 g (0.4 mol) of glutamic acid. After cooling to 0° C., acryloyl chloride, 36 g (0.4 mol) was added over 1 hour to the stirred solution. After stirring for an additional 1 hour, the solution was acidified to pH of 2 with the addition of a concentrated HCl-H2O (1:1) solution. After saturation of the solution with sodium chloride, ethyl acetate was used to extract the product. After drying the com... Reactants: COC1=C(SC(=C1)SC)C=1NC=2C(=NC=CC2)N1 (2-(3-methoxy-5-methylthio-2-thienyl)-1H-imidazo[4,5-b]pyridine), OO (hydrogen peroxide). Solvent: glacial acid, aqueous solution. Run at time 30 hour. The product is COC1=C(SC(=C1)S(=O)C)C=1NC=2C(=NC=CC2)N1 (2-(3-Methoxy-5-methylsulfinyl-2-thienyl)-1H-imidazol[4,5-b]pyridine). As a reaction SMILES: [CH3:1][O:2][C:3]1[CH:7]=[C:6]([S:8][CH3:9])[S:5][C:4]=1[C:10]1[NH:11][C:12]2[C:13]([N:18]=1)=[N:14][CH:15]=[CH:16][CH:17]=2.[OH:19]O>>[CH3:1][O:2][C:3]1[CH:7]=[C:6]([S:8]([CH3:9])=[O:19])[S:5][C:4]=1[C:10]1[NH:11][C:12]2[C:13]([N:18]=1)=[N:14][CH:15]=[CH:16][CH:17]=2. Reported procedure: 3.80 g (13.7 mmoles) of the 2-(3-methoxy-5-methylthio-2-thienyl)-1H-imidazo[4,5-b]pyridine, obtained in Example 1, are dissolved in 80 ml of glacial acid, 1.63 g (14.4 mmoles) of 30% aqueous solution of hydrogen peroxide are added and stirred at room temperature for 30 hours. The solution is concentrated in vacuo, the residue is dissolved in a small amount of water, neutralized with a saturated solution of sodium hydrogen carbonate, and the precipitating crystals are aspirated and dried. Yield: ... The product is N1=C(C=CC=C1)C(C=CC(=O)OC)=O (4-(2-Pyridyl)-4-oxo-2-butenoic acid, methyl ester). Starting materials: C(=O)(OC)C=P(C1=CC=CC=C1)(C1=CC=CC=C1)C1=CC=CC=C1 (carbomethoxymethylene triphenylphosphine), BrCC(=O)C1=NC=CC=C1 (2-(bromoacetyl)pyridine). Reported procedure: A solution of 33.4 g of carbomethoxymethylene triphenylphosphine [Helv. Chim. Acta. 40, 1242 (1957)] in 500 ml of dry benzene under nitrogen is treated with 10 g of 2-(bromoacetyl)pyridine and heated at reflux temperature for 2 hours. The reaction mixture is cooled and filtered to remove carbomethoxymethyl triphenylphosphonium bromide. The filtrate, containing triphenylphosphine, is treated with methyl bromoacetate and heated at reflux temperature for 2 hours. Cooling and filtration removes addi... RXN SMILES: [C:1]([CH:5]=P(C1C=CC=CC=1)(C1C=CC=CC=1)C1C=CC=CC=1)([O:3][CH3:4])=[O:2].Br[CH2:26][C:27]([C:29]1[CH:34]=[CH:33][CH:32]=[CH:31][N:30]=1)=[O:28]>C1C=CC=CC=1>[N:30]1[CH:31]=[CH:32][CH:33]=[CH:34][C:29]=1[C:27](=[O:28])[CH:26]=[CH:5][C:1]([O:3][CH3:4])=[O:2]. The solvent is C1=CC=CC=C1 (benzene). Reactants: ClC1=C(C=NC2=CC=CC=C12)[N+](=O)[O-] (4-chloro-3-nitroquinoline), C1=CC=CC=C1 (benzene), O.NN (hydrazine hydrate), O.NN (hydrazine hydrate). The solvent is O (water). Product: NC1=C(C=CC=C1)C1=C(C=NN1)[N+](=O)[O-] (5-(o-aminophenyl)-4-nitropyrazole). The yield is 83.0%. Reaction SMILES: Cl[C:2]1[C:11]2[C:6](=[CH:7][CH:8]=[CH:9][CH:10]=2)[N:5]=[CH:4][C:3]=1[N+:12]([O-:14])=[O:13].C1C=CC=CC=1.O.[NH2:22][NH2:23]>O>[NH2:5][C:6]1[CH:7]=[CH:8][CH:9]=[CH:10][C:11]=1[C:2]1[NH:23][N:22]=[CH:4][C:3]=1[N+:12]([O-:14])=[O:13] |f:2.3|. Reported procedure: A mixture of 20.8 g (0.1 mole) of 4-chloro-3-nitroquinoline, 40 ml of benzene and 40 ml of hydrazine hydrate is refluxed for 2 hours, then cooled. The separated phase containing hydrazine hydrate is diluted with 150 ml of water. Yellow-white crystals separate. Thus, 16.8 g (83%) of 5-(o-aminophenyl)-4-nitropyrazole are obtained. M.p.: 175°-176° C. (ethanol). Starting materials: BrC=1C(=C(C=C(C1Cl)Cl)N)N (3-Bromo-4,5-dichloro-1,2-phenylenediamine), CC=1C=CC(=CC1)S(=O)(=O)O (p-toluenesulfonate), C1(CC1)N=C=S (cyclopropyl isothiocyanate), O1CCN(CC1)CCN=C=N (2-morpholinoethylcarbodiimide). Run in N1=CC=CC=C1 (pyridine). Product: BrC1=C(C(=CC=2NC(=NC21)NC2CC2)Cl)Cl (4-Bromo-2-(cyclopropylamino)-5,6-dichloro-1H-benzimidazole). The yield is 34.7%. RXN SMILES: [Br:1][C:2]1[C:3]([NH2:11])=[C:4]([NH2:10])[CH:5]=[C:6]([Cl:9])[C:7]=1[Cl:8].[CH:12]1([N:15]=[C:16]=S)[CH2:14][CH2:13]1.O1CCN(CCN=C=N)CC1.CC1C=CC(S(O)(=O)=O)=CC=1>N1C=CC=CC=1>[Br:1][C:2]1[C:3]2[N:11]=[C:16]([NH:15][CH:12]3[CH2:14][CH2:13]3)[NH:10][C:4]=2[CH:5]=[C:6]([Cl:9])[C:7]=1[Cl:8]. Reported procedure: 3-Bromo-4,5-dichloro-1,2-phenylenediamine (5.12 g, 20.0 mmol), cyclopropyl isothiocyanate (2.18 g, 21.98 mmol), 1-cyclohexyl-3-(2-morpholinoethylcarbodiimide metho-p-toluenesulfonate (11.0 g, 25.97 mmol) and pyridine (75 mL) were used according to general procedure I. The product was recrystallized from 1,4-dioxane to afford 2.23 g (53%) of a white solid. MS (CI): m/z 319 amu. Anal. Calcd for C10H8BrCl2N3(0.35 C4H8O2): C, 38.92; H, 3.09; N, 11.94. Found: C, 39.17; H, 3.05; N, 11.94. Procedure: The title compound was prepared from 3-(3-benzyl-4-hydroxy-phenyl)-2-ethoxy-propionic acid benzyl ester (48 mg, 0.123 mol) and (4-tert-butoxycarbonylamino-phenyl)-acetic acid (31 mg, 0.123 mmol) in the same manner as described for 3-{3-benzyl-4-[2-(5-methyl-2-phenyl-oxazol-4-yl)-acetoxy]-phenyl}-2-ethoxy-propionic acid benzyl ester. The crude product was purified by column chromatography using n-heptane/EtOAc (7:3) as the solvent to afford the product as a as an oil (65.1 mg, 72.2%). 1H NMR (400... RXN SMILES: [CH2:1]([O:8][C:9](=[O:29])[CH:10]([O:26][CH2:27][CH3:28])[CH2:11][C:12]1[CH:17]=[CH:16][C:15]([OH:18])=[C:14]([CH2:19][C:20]2[CH:25]=[CH:24][CH:23]=[CH:22][CH:21]=2)[CH:13]=1)[C:2]1[CH:7]=[CH:6][CH:5]=[CH:4][CH:3]=1.[C:30]([O:34][C:35]([NH:37][C:38]1[CH:43]=[CH:42][C:41]([CH2:44][C:45](O)=[O:46])=[CH:40][CH:39]=1)=[O:36])([CH3:33])([CH3:32])[CH3:31].C(OC(=O)C(OCC)CC1C=CC(OC(=O)CC2N=C(C3C=CC=CC=3)OC=2C)=C(CC2C=CC=CC=2)C=1)C1C=CC=CC=1>>[CH2:1]([O:8][C:9](=[O:29])[CH:10]([O:26][CH2:27][CH3:28])[CH2:11][C:12]1[CH:17]=[CH:16][C:15]([O:18][C:45](=[O:46])[CH2:44][C:41]2[CH:40]=[CH:39][C:38]([NH:37][C:35]([O:34][C:30]([CH3:32])([CH3:31])[CH3:33])=[O:36])=[CH:43][CH:42]=2)=[C:14]([CH2:19][C:20]2[CH:21]=[CH:22][CH:23]=[CH:24][CH:25]=2)[CH:13]=1)[C:2]1[CH:7]=[CH:6][CH:5]=[CH:4][CH:3]=1. Yields the product C(C1=CC=CC=C1)OC(C(CC1=CC(=C(C=C1)OC(CC1=CC=C(C=C1)NC(=O)OC(C)(C)C)=O)CC1=CC=CC=C1)OCC)=O (3-{3-Benzyl-4-[2-(4-tert-butoxycarbonylamino-phenyl)-acetoxy]-phenyl}-2-ethoxy-propionic acid benzyl ester), oil. The reactants are C(C1=CC=CC=C1)OC(C(CC1=CC(=C(C=C1)OC(CC=1N=C(OC1C)C1=CC=CC=C1)=O)CC1=CC=CC=C1)OCC)=O (3-{3-benzyl-4-[2-(5-methyl-2-phenyl-oxazol-4-yl)-acetoxy]-phenyl}-2-ethoxy-propionic acid benzyl ester), C(C1=CC=CC=C1)OC(C(CC1=CC(=C(C=C1)O)CC1=CC=CC=C1)OCC)=O (3-(3-benzyl-4-hydroxy-phenyl)-2-ethoxy-propionic acid benzyl ester), C(C)(C)(C)OC(=O)NC1=CC=C(C=C1)CC(=O)O ((4-tert-butoxycarbonylamino-phenyl)-acetic acid). The yield is 72.2%.